Dataset: the Open Reaction Database (ORD), a public repository of structured organic reaction records. Task: describe an organic reaction: reactants, conditions, products, and yield Reactants: Fc1cncc(Br)c1, O=C([O-])[O-], CC(=O)[CH-]C(C)=O, [Cs+], [Cs+], CN(C)C=O, c1cn[nH]c1. The product is Fc1cncc(-n2cccn2)c1. RXN SMILES: [Br:1][c:2]1[cH:3][n:4][cH:5][c:6]([F:8])[cH:7]1.[C:21](=[O:22])([O-:23])[O-:24].[CH-:14]([C:15](=[O:16])[CH3:17])[C:18](=[O:19])[CH3:20].[Cs+:25].[Cs+:26].[O:27]=[CH:28][N:29]([CH3:30])[CH3:31].[nH:9]1[n:10][cH:11][cH:12][cH:13]1>>[c:2]1(-[n:9]2[n:10][cH:11][cH:12][cH:13]2)[cH:3][n:4][cH:5][c:6]([F:8])[cH:7]1. Starting materials: ClC=1C=C2C=3CCNC(C3NC2=CC1)C1(CCC1)C(=O)O (1-(6-Chloro-2,3,4,9-tetrahydro-1H-β-carbolin-1-yl)cyclobutanecarboxylic Acid), C(C)(=O)Cl (acetyl chloride). The product is C(C)(=O)N1C(C=2NC3=CC=C(C=C3C2CC1)Cl)C1(CCC1)C(=O)O (1-(2-Acetyl-6-chloro-2,3,4,9-tetrahydro-1H-β-carbolin-1-yl)cyclobutanecarboxylic Acid). RXN SMILES: [Cl:1][C:2]1[CH:3]=[C:4]2[C:12](=[CH:13][CH:14]=1)[NH:11][C:10]1[CH:9]([C:15]3([C:19]([OH:21])=[O:20])[CH2:18][CH2:17][CH2:16]3)[NH:8][CH2:7][CH2:6][C:5]2=1.[C:22](Cl)(=[O:24])[CH3:23]>>[C:22]([N:8]1[CH2:7][CH2:6][C:5]2[C:4]3[C:12](=[CH:13][CH:14]=[C:2]([Cl:1])[CH:3]=3)[NH:11][C:10]=2[CH:9]1[C:15]1([C:19]([OH:21])=[O:20])[CH2:16][CH2:17][CH2:18]1)(=[O:24])[CH3:23]. Procedure: The procedure is as in Example 55, using as substrate the compound of Example 32 and as reagent acetyl chloride. Starting materials: NCCCCCCCC(=O)[O-].[Na+] (sodium 8-aminocaprylate), N([C@@H](CC1=CC=CC=C1)C(=O)ON1C(=O)CCC1=O)C(=O)OC(C)(C)C (Boc-Phe-OSu), ice, Cl (HCl), S(O)(O)(=O)=O (sulfuric acid). Run in O1CCOCC1 (1,4-dioxane). The product is C(C)(C)(C)OC(=O)N[C@@H](CC1=CC=CC=C1)C(=O)C(C(=O)O)CCCCCCN ((N-tert-Butoxycarbonylphenylalanyl)-8-aminocaprylic acid). Isolated yield 43.0%. As a reaction SMILES: [NH2:1][CH2:2][CH2:3][CH2:4][CH2:5][CH2:6][CH2:7][CH2:8][C:9]([O-:11])=[O:10].[Na+].Cl.[NH:14]([C:33]([O:35][C:36]([CH3:39])([CH3:38])[CH3:37])=[O:34])[C@H:15]([C:23](ON1C(=O)CCC1=O)=[O:24])[CH2:16][C:17]1[CH:22]=[CH:21][CH:20]=[CH:19][CH:18]=1.S(=O)(=O)(O)O>O1CCOCC1>[C:36]([O:35][C:33]([NH:14][C@H:15]([C:23]([CH:8]([CH2:7][CH2:6][CH2:5][CH2:4][CH2:3][CH2:2][NH2:1])[C:9]([OH:11])=[O:10])=[O:24])[CH2:16][C:17]1[CH:22]=[CH:21][CH:20]=[CH:19][CH:18]=1)=[O:34])([CH3:38])([CH3:39])[CH3:37] |f:0.1|. Procedure details: To a 250 mL round bottom flask equipped with an addition funnel was added a solution of sodium 8-aminocaprylate (14.61 mmol, 32.5 mL, 1.2 equiv). The pH of the solution was adjusted to 8.2 by addition of concentrated HCl. The solution was cooled in an ice-bath. Boc-Phe-OSu (12.42 mmol, 4.50 g, 1.0 equiv) was dissolved in 1,4-dioxane (20 mL) and added dropwise. The mixture was stirred in the ice-bath for 30 min and at ambient temperature for 12 h. The solution was acidified with 1 M sulfuric acid... Yields the product FC1=CC=C2CCNC(C2=C1)C (7-fluoro-1-methyl-1,2,3,4-tetrahydroisoquinoline). Procedure details: In accordance with the same procedures as in Steps 1, 2, and 3 of Preparation 21, except for using 4-fluorophenethylamine and acetyl chloride, 7-fluoro-1-methyl-1,2,3,4-tetrahydroisoquinoline was obtained. In accordance with the same procedures as in Preparation 20, the titled compound was obtained as pale yellow oil. (Yield: 69%) The product was used in the subsequent step without further purification. The reactants are FC1=CC=C(CCN)C=C1 (4-fluorophenethylamine), C(C)(=O)Cl (acetyl chloride). Reaction SMILES: [F:1][C:2]1[CH:10]=[CH:9][C:5]([CH2:6][CH2:7][NH2:8])=[CH:4][CH:3]=1.[C:11](Cl)(=O)[CH3:12]>>[F:1][C:2]1[CH:10]=[C:9]2[C:5]([CH2:6][CH2:7][NH:8][CH:11]2[CH3:12])=[CH:4][CH:3]=1. Starting materials: C(C1=CC=CC=C1)OC(=O)NCC1CC2=CC=CC=C2C1 (2-(benzyloxycarbonylaminomethyl)indane). Reagents/catalysts: [C].[Pd] (palladium-carbon). Run in CO (methanol). Run at time 4 hour. The product is NCC1CC2=CC=CC=C2C1 (2-(aminomethyl)indane). Isolated yield 90.8%. Reaction SMILES: C(OC([NH:11][CH2:12][CH:13]1[CH2:21][C:20]2[C:15](=[CH:16][CH:17]=[CH:18][CH:19]=2)[CH2:14]1)=O)C1C=CC=CC=1>CO.[C].[Pd]>[NH2:11][CH2:12][CH:13]1[CH2:21][C:20]2[C:15](=[CH:16][CH:17]=[CH:18][CH:19]=2)[CH2:14]1 |f:2.3|. Reported procedure: Dissolved in 100 ml of methanol were 10.6 g (37.7 mmol) of 2-(benzyloxycarbonylaminomethyl)indane, and 1.3 g of 10% palladium-carbon were added to the solution. The mixture was stirred for 4 hours under a hydrogen atmosphere. After separating the catalyst by filtration, the solvent was distilled off to obtain 5.04 g of 2-(aminomethyl)indane. This compound was immediately dissolved in 150 ml of methylene chloride, and 100 ml of water and 6.2 g of potassium carbonate were added to the solution, fo...